Dataset: the Open Reaction Database (ORD), a public repository of structured organic reaction records. Task: describe an organic reaction: reactants, conditions, products, and yield Starting materials: C(CCC)OC1=NC(=C2N=C(N(C2=N1)CCC1CNCCC1)OC)N (2-(butyloxy)-8-(methyloxy)-9-[2-(3-piperidinyl)ethyl]-9H-purin-6-amine), ICCC (1-iodopropane). Product: NC1=C2NC(N(C2=NC(=N1)OCCCC)CCC1CN(CCC1)CCC)=O (6-Amino-2-(butyloxy)-9-[2-(1-propyl-3-piperidinyl)ethyl]-7,9-dihydro-8H-purin-8-one). RXN SMILES: [CH2:1]([O:5][C:6]1[N:14]=[C:13]2[C:9]([N:10]=[C:11]([O:23]C)[N:12]2[CH2:15][CH2:16][CH:17]2[CH2:22][CH2:21][CH2:20][NH:19][CH2:18]2)=[C:8]([NH2:25])[N:7]=1)[CH2:2][CH2:3][CH3:4].I[CH2:27][CH2:28][CH3:29]>>[NH2:25][C:8]1[N:7]=[C:6]([O:5][CH2:1][CH2:2][CH2:3][CH3:4])[N:14]=[C:13]2[C:9]=1[NH:10][C:11](=[O:23])[N:12]2[CH2:15][CH2:16][CH:17]1[CH2:22][CH2:21][CH2:20][N:19]([CH2:27][CH2:28][CH3:29])[CH2:18]1. Procedure: Prepared similarly to Example 14 from 2-(butyloxy)-8-(methyloxy)-9-[2-(3-piperidinyl)ethyl]-9H-purin-6-amine and 1-iodopropane.